The task is: describe an organic reaction: reactants, conditions, products, and yield. This data is from the Open Reaction Database (ORD), a public repository of structured organic reaction records. Reactants: CO[C@]1(O[C@@H]2CCC/C=C/CC\C(=C/C(O[C@@H](C1)C2)=O)\C)[C@H]2N(C(SC2)=O)CC2=CC=C(C=C2)OC ((R)-4-((1R,4Z,8E,13R,15R)-15-methoxy-5-methyl-3-oxo-2,14-dioxa-bicyclo[11.3.1]heptadeca-4,8-dien-15-yl)-3-(4-methoxybenzyl)thiazolidin-2-one), CO[C@]1(O[C@@H]2CCC\C=C/CC\C(=C/C(O[C@@H](C1)C2)=O)\C)[C@H]2N(C(SC2)=O)CC2=CC=C(C=C2)OC ((R)-4-((1R,4Z,8Z,13R,15R)-15-methoxy-5-methyl-3-oxo-2,14-dioxa-bicyclo[11.3.1]heptadeca-4,8-dien-15-yl)-3-(4-methoxybenzyl)thiazolidin-2-one). The product is O[C@]1(O[C@@H]2CCC/C=C/CC\C(=C/C(O[C@@H](C1)C2)=O)\C)[C@H]2NC(SC2)=O ((R)-4-((1R,4Z,8E,13R,15R)-15-Hydroxy-5-methyl-3-oxo-2,14-dioxa-bicyclo[11.3.1]heptadeca-4,8-dien-15-yl)thiazolidin-2-one). As a reaction SMILES: C[O:2][C@:3]1([C@@H:22]2[CH2:26][S:25][C:24](=[O:27])[N:23]2CC2C=CC(OC)=CC=2)[CH2:18][C@H:17]2[CH2:19][C@@H:5]([CH2:6][CH2:7][CH2:8][CH:9]=[CH:10][CH2:11][CH2:12][C:13]([CH3:21])=[CH:14][C:15](=[O:20])[O:16]2)[O:4]1.CO[C@]1([C@@H]2CSC(=O)N2CC2C=CC(OC)=CC=2)C[C@H]2C[C@@H](CCCC=CCCC(C)=CC(=O)O2)O1>>[OH:2][C@:3]1([C@@H:22]2[CH2:26][S:25][C:24](=[O:27])[NH:23]2)[CH2:18][C@H:17]2[CH2:19][C@@H:5]([CH2:6][CH2:7][CH2:8][CH:9]=[CH:10][CH2:11][CH2:12][C:13]([CH3:21])=[CH:14][C:15](=[O:20])[O:16]2)[O:4]1. Procedure details: Application of the method shown in Example 46, with the modification that (R)-4-((1R,4Z,8E,13R,15R)-15-methoxy-5-methyl-3-oxo-2,14-dioxa-bicyclo[11.3.1]heptadeca-4,8-dien-15-yl)-3-(4-methoxybenzyl)thiazolidin-2-one was substituted for (R)-4-((1R,4Z,8Z,13R,15R)-15-methoxy-5-methyl-3-oxo-2,14-dioxa-bicyclo[11.3.1]heptadeca-4,8-dien-15-yl)-3-(4-methoxybenzyl)thiazolidin-2-one, afforded the title compound. Starting materials: ClC=1N=NC(=CC1C1=CC(=CC=C1)[N+](=O)[O-])Cl (3,6dichloro4-(3-nitro-phenyl)pyridazine), C(O)([O-])=O.[Na+] (sodium hydrogen carbonate). The reagents and catalysts are [Pd] (palladium on carbon). Run in O1CCCC1 (tetrahydrofuran), C(C)O (ethanol). Yields the product N1=NC=C(C=C1)C=1C=C(C=CC1)N (3-(pyridazin-4-yl)phenylamine). Yield: 88.0%. RXN SMILES: Cl[C:2]1[N:3]=[N:4][C:5](Cl)=[CH:6][C:7]=1[C:8]1[CH:13]=[CH:12][CH:11]=[C:10]([N+:14]([O-])=O)[CH:9]=1.C(=O)([O-])O.[Na+]>O1CCCC1.C(O)C.[Pd]>[N:4]1[CH:5]=[CH:6][C:7]([C:8]2[CH:9]=[C:10]([NH2:14])[CH:11]=[CH:12][CH:13]=2)=[CH:2][N:3]=1 |f:1.2|. Reported procedure: A suspension of 3,6dichloro4-(3-nitro-phenyl)pyridazine (0.19 g) and sodium hydrogen carbonate (147 mg) in tetrahydrofuran (2 ml) and ethanol (5 ml) was hydrogenated over palladium on carbon (10% w/w, 50% wet, 100 mg) under hydrogen atmosphere for 3 hours. The catalyst was filtered off, and the filtrate was evaporated. The residue was diluted with ethyl acetate and an aqueous solution of sodium hydrogen carbonate. The separated organic layer was washed with brine and dried over potassium carbona... The reactants are C(C)SC(N)=N (2-ethyl-2-thiopseudourea), Cl (HCl), C(CC)(=O)OCC (ethyl propionate), C[O-].[Na+] (sodium methoxide), C(=O)OCC (ethyl formate). The solvent is CO (methanol), CN(C)C=O (DMF). Reaction conditions: time 30 minute. Yields the product C(C)SC1=NC=C(C(=N1)O)C (2-(Ethylthio)-4-hydroxy-5-methylpyrimidine). Yield: 13.5%. RXN SMILES: [C:1]([O:5]CC)(=O)[CH2:2][CH3:3].C[O-].[Na+].[CH:11](OCC)=O.[CH2:16]([S:18][C:19](=[NH:21])[NH2:20])[CH3:17].Cl>CN(C=O)C.CO>[CH2:16]([S:18][C:19]1[N:20]=[C:1]([OH:5])[C:2]([CH3:3])=[CH:11][N:21]=1)[CH3:17] |f:1.2|. Reported procedure: To a solution of ethyl propionate (1.2 mL, 10 mmol) in DMF (1 mL) was added sodium methoxide (740 mg, 13 mmol), and to this was added ethyl formate (560 μL, 6.7 mmol) very slowly over 1 h period. The reaction mixture was stirred for 30 min then 2-ethyl-2-thiopseudourea (1.3 g, 6.7 mmol) in methanol (2.5 mL) was added at once. The mixture was heated and maintained at reflux for 2 h, cooled to room temperature and acidified to pH 6 with concentrated HCl. The resulting slurry was kept in ice bath f... The reactants are NC=1C(=NC=C(C1)Br)F (3-amino-5-bromo-2-fluoropyridine), N1[C@H](C(=O)O)CCC1 (L-proline), C([O-])([O-])=O.[K+].[K+] (potassium carbonate), N1CCOCC1 (morpholine). Reagents/catalysts: [Cu]I (copper(I) iodide). The solvent is CS(=O)C (DMSO). Run at temperature 90 celsius, time 21.5 hour. Yields the product FC1=NC=C(C=C1N)N1CCOCC1 (2-fluoro-5-morpholinopyridin-3-amine). RXN SMILES: [NH2:1][C:2]1[C:3]([F:9])=[N:4][CH:5]=[C:6](Br)[CH:7]=1.[NH:10]1[CH2:17][CH2:16]C[C@H:11]1[C:12](O)=[O:13].C(=O)([O-])[O-].[K+].[K+].N1CCOCC1>CS(C)=O.[Cu]I>[F:9][C:3]1[C:2]([NH2:1])=[CH:7][C:6]([N:10]2[CH2:11][CH2:12][O:13][CH2:16][CH2:17]2)=[CH:5][N:4]=1 |f:2.3.4|. Procedure: A stirred mixture of 3-amino-5-bromo-2-fluoropyridine (0.96 g, 5.02 mmol), L-proline (0.12 g, 1.01 mmol), potassium carbonate (1.39 g, 10.1 mmol), copper(I) iodide (0.096 g, 0.50 mmol), and morpholine (1.31 mL, 15.04 mmol) in dry DMSO (3.0 mL) was purged three times with argon and placed under vacuum three times, then the mixture was heated to 90° C. After 21.5 h, the reaction was cooled to rt, then treated with water. After extracting twice with EtOAc, the organics were combined and dried over ... Reactants: acyloxy, C(C)(=O)O (acetic acid), formula II, CS(=O)(=O)OC(C(=O)Cl)C (2-methanesulfonyloxypropionyl chloride), acyl halides, mixed acid anhydrides, acyl halide. Product: anhydride, CS(=O)(=O)OC(C(=O)OC(C)=O)C (acetic 2-methanesulfonyloxypropionic anhydride). As a reaction SMILES: [CH3:1][S:2]([O:5][CH:6]([CH3:10])[C:7](Cl)=[O:8])(=[O:4])=[O:3].[C:11]([OH:14])(=[O:13])[CH3:12]>>[CH3:1][S:2]([O:5][CH:6]([CH3:10])[C:7]([O:14][C:11](=[O:13])[CH3:12])=[O:8])(=[O:4])=[O:3]. Procedure details: The acyl halides can be converted to the symmetrical or mixed acid anhydrides corresponding to the compounds of formula II when Y is acyloxy, by contacting the acyl halide with an appropriate acid. For example, 2-methanesulfonyloxypropionyl chloride is allowed to react with acetic acid to afford the mixed anhydride, acetic 2-methanesulfonyloxypropionic anhydride. Additionally, for example, 2-methanesulfonyloxypropionyl chloride is allowed to react with 2-methanesulfonylotypropionic acid to affor... The reactants are C(C)OC(=O)C1=COC(=CC1=O)C(C)(C)C (6-tert-Butyl-4-oxo-4H-pyran-3-carboxylic acid ethyl ester), C(C)(=O)[O-].[NH4+] (ammonium acetate), C(C)(=O)O (Acetic acid). Run in C(C)O.O (ethanol water). Run at temperature 95 celsius. The product is C(C)OC(C1=CN=C(C=C1O)C(C)(C)C)=O (6-tert-butyl-4-hydroxy-nicotinic acid ethyl ester). Isolated yield 76.0%. RXN SMILES: [CH2:1]([O:3][C:4]([C:6]1[C:11](=[O:12])[CH:10]=[C:9]([C:13]([CH3:16])([CH3:15])[CH3:14])O[CH:7]=1)=[O:5])[CH3:2].C([O-])(=O)C.[NH4+:21].C(O)(=O)C>C(O)C.O>[CH2:1]([O:3][C:4](=[O:5])[C:6]1[C:11]([OH:12])=[CH:10][C:9]([C:13]([CH3:16])([CH3:15])[CH3:14])=[N:21][CH:7]=1)[CH3:2] |f:1.2,4.5|. Procedure details: 6-tert-Butyl-4-oxo-4H-pyran-3-carboxylic acid ethyl ester (300 mg, 1.34 mmol, prepared according to the literature procedure by McCombie, S. W. et al. J. Org. Chem. 1991, 56, 4963-4967) and ammonium acetate (300 mg, 4.16 mmol) were combined in ethanol/water (8 mL/3 ml). Acetic acid was added and reaction mixture was heated at 95° C. for 30 min. It was concentrated and basified with aqueous sodium hydroxide and extracted with methylene chloride (2×20 mL). The combined organic layers were dried ov... Starting materials: N1(CCC2(CC1)C=1N(C3=C(O2)C=C(C=C3)C(=O)OC)C=CC1)C(=O)OC(C)(C)C (1′-tert-butyl 7-methyl spiro[benzo[b]pyrrolo[1,2-d][1,4]oxazine-4,4′-piperidine]-1′,7-dicarboxylate), [Li+].[OH-] (LiOH). Solvent: O1CCOCC1 (dioxane), C(C)(=O)OCC (ethyl acetate). Product: C(C)(C)(C)OC(=O)N1CCC2(CC1)C=1N(C3=C(O2)C=C(C=C3)C(=O)O)C=CC1 (1′-(tert-butoxycarbonyl)spiro[benzo[b]pyrrolo[1,2-d][1,4]oxazine-4,4′-piperidine]-7-carboxylic acid). As a reaction SMILES: [N:1]1([C:23]([O:25][C:26]([CH3:29])([CH3:28])[CH3:27])=[O:24])[CH2:6][CH2:5][C:4]2([O:11][C:10]3[CH:12]=[C:13]([C:16]([O:18]C)=[O:17])[CH:14]=[CH:15][C:9]=3[N:8]3[CH:20]=[CH:21][CH:22]=[C:7]23)[CH2:3][CH2:2]1.[Li+].[OH-]>O1CCOCC1.C(OCC)(=O)C>[C:26]([O:25][C:23]([N:1]1[CH2:2][CH2:3][C:4]2([O:11][C:10]3[CH:12]=[C:13]([C:16]([OH:18])=[O:17])[CH:14]=[CH:15][C:9]=3[N:8]3[CH:20]=[CH:21][CH:22]=[C:7]23)[CH2:5][CH2:6]1)=[O:24])([CH3:29])([CH3:27])[CH3:28] |f:1.2|. Reported procedure: A solution of 1′-tert-butyl 7-methyl spiro[benzo[b]pyrrolo[1,2-d][1,4]oxazine-4,4′-piperidine]-1′,7-dicarboxylate (3.5 g, 8.8 mmol) in LiOH (18 mL of 2.0 M, 35.1 mmol) and dioxane (18 mL) was stirred at 55° C. for 1 hour. The reaction mixture was diluted with ethyl acetate and was washed with water. The aqueous layer was acidified with 1N HCl and the product was extracted into ethyl acetate. The organics were dried over sodium sulfate, filtered and evaporated to yield 1′-(tert-butoxycarbonyl)spi... Starting materials: CN(C=C1CCCC(C1=O)C1=CC(=CC=C1)C(F)(F)F)C (6-[1-dimethylamino-methylidene]-2-(3-trifluoromethyl-phenyl)-cyclohexanone), [N+](=O)(O)[O-].[N+](=O)(O)[O-].FC=1C=C(C=CC1N1C=NC(=C1)C)NC(=N)N (N-[3-fluoro-4-(4-methyl-imidazol-1-yl)-phenyl]-guanidine dinitrate). Product: FC=1C=C(C=CC1N1C=NC(=C1)C)NC1=NC=2C(CCCC2C=N1)C1=CC(=CC=C1)C(F)(F)F ([3-Fluoro-4-(4-methyl-imidazol-1-yl)-phenyl]-[8-(3-trifluoromethyl-phenyl)-5,6,7,8-tetrahydro-quinazolin-2-yl]-amine), solid. Isolated yield 61.0%. As a reaction SMILES: CN(C)[CH:3]=[C:4]1[C:9](=O)[CH:8]([C:11]2[CH:16]=[CH:15][CH:14]=[C:13]([C:17]([F:20])([F:19])[F:18])[CH:12]=2)[CH2:7][CH2:6][CH2:5]1.[N+]([O-])(O)=O.[N+]([O-])(O)=O.[F:30][C:31]1[CH:32]=[C:33]([NH:43][C:44]([NH2:46])=[NH:45])[CH:34]=[CH:35][C:36]=1[N:37]1[CH:41]=[C:40]([CH3:42])[N:39]=[CH:38]1>>[F:30][C:31]1[CH:32]=[C:33]([NH:43][C:44]2[N:46]=[CH:3][C:4]3[CH2:5][CH2:6][CH2:7][CH:8]([C:11]4[CH:16]=[CH:15][CH:14]=[C:13]([C:17]([F:18])([F:20])[F:19])[CH:12]=4)[C:9]=3[N:45]=2)[CH:34]=[CH:35][C:36]=1[N:37]1[CH:41]=[C:40]([CH3:42])[N:39]=[CH:38]1 |f:1.2.3|. Procedure details: The title compound was prepared from crude 6-[1-dimethylamino-methylidene]-2-(3-trifluoromethyl-phenyl)-cyclohexanone (172 mg, 0.5 mmol) and N-[3-fluoro-4-(4-methyl-imidazol-1-yl)-phenyl]-guanidine dinitrate (134 mg, 0.37 mmol) using in analogous manner the procedure described in example 45b). Obtained as a pale-yellow solid (106 mg, 61%). MS ISP (m/e): 468.3 [(M+H)+]. mp 207-209° C.